From a dataset of the Open Reaction Database (ORD), a public repository of structured organic reaction records. describe an organic reaction: reactants, conditions, products, and yield The reactants are tetrakis(triphenyl)phosphine palladium(0), C[Si](C#C)(C)C (trimethyl-silylacetylene), N12CCN(CC1)CC2 (1,4-diazabicyclo[2.2.2]octane), BrC1=CC=C(S1)C=1N=C2SC=CN2C1NC(C)(C)C (6-(5-bromothiophene-2-yl)-N-tert-butylimidazo[2,1-b]thiazole-5-amine), C(Cl)Cl (DCM). Run in C(C)#N (acetonitrile). Product: C(C)(C)(C)NC1=C(N=C2SC=CN21)C=2SC(=CC2)C#C[Si](C)(C)C (N-tert-butyl-6-(5-((trimethylsilyl)ethynyl)thiophene-2-yl)imidazo[2,1-b]thiazole-5-amine). Yield: 22.5%. As a reaction SMILES: [CH3:1][Si:2]([CH3:6])([CH3:5])[C:3]#[CH:4].N12CCN(CC1)CC2.Br[C:16]1[S:20][C:19]([C:21]2[N:22]=[C:23]3[N:27]([C:28]=2[NH:29][C:30]([CH3:33])([CH3:32])[CH3:31])[CH:26]=[CH:25][S:24]3)=[CH:18][CH:17]=1.C(Cl)Cl>C(#N)C>[C:30]([NH:29][C:28]1[N:27]2[C:23]([S:24][CH:25]=[CH:26]2)=[N:22][C:21]=1[C:19]1[S:20][C:16]([C:4]#[C:3][Si:2]([CH3:6])([CH3:5])[CH3:1])=[CH:17][CH:18]=1)([CH3:33])([CH3:31])[CH3:32]. Reported procedure: 4.1 g (3.5 mmol) tetrakis(triphenyl)phosphine-palladium(0), 17.2 g (175.4 mmol) trimethyl-silylacetylene and 7.9 g (70.2 mmol) 1,4-diazabicyclo[2.2.2]octane were consecutively added to a suspension of 12.5 g (35.1 mmol) 6-(5-bromothiophene-2-yl)-N-tert-butylimidazo[2,1-b]thiazole-5-amine in acetonitrile (150 ml). The reaction solution was heated for 72 h under reflux and subsequently concentrated in a vacuum. 3.0 g (7.9 mmol, 23%) N-tert-butyl-6-(5-((trimethylsilyl)ethynyl)thiophene-2-yl)imidazo... Reactants: Cl (HCl), O[Li].O (LiOH.H2O), C(C)OC(CCCCC1=NOC(=C1)C1=C(C=CC=C1)OC)=O (5-[5-(2-methoxy-phenyl)-isoxazol-3-yl]-pentanoic acid ethyl ester). The solvent is O (water), O1CCOCC1 (dioxane). Conditions: time 8 hour. The product is COC1=C(C=CC=C1)C1=CC(=NO1)CCCCC(=O)O (5-[5-(2-Methoxy-phenyl)-isoxazol-3-yl]-pentanoic acid). Yield: 104.4%. Reaction SMILES: O[Li].O.C([O:6][C:7](=[O:25])[CH2:8][CH2:9][CH2:10][CH2:11][C:12]1[CH:16]=[C:15]([C:17]2[CH:22]=[CH:21][CH:20]=[CH:19][C:18]=2[O:23][CH3:24])[O:14][N:13]=1)C.Cl>O.O1CCOCC1>[CH3:24][O:23][C:18]1[CH:19]=[CH:20][CH:21]=[CH:22][C:17]=1[C:15]1[O:14][N:13]=[C:12]([CH2:11][CH2:10][CH2:9][CH2:8][C:7]([OH:25])=[O:6])[CH:16]=1 |f:0.1|. Reported procedure: Add a solution of LiOH.H2O (1.83 g, 43.5 mmol) in water (30 mL) to a rapidly stirred solution of 5-[5-(2-methoxy-phenyl)-isoxazol-3-yl]-pentanoic acid ethyl ester (2.64 g, 8.7 mmol) in dioxane (60 mL) and stir overnight at room temperature. After 1 hour, acidify to pH 1 with 5N HCl solution and concentrate to remove the majority of the dioxane. Partition residue between 20% i-PrOH/CHCl3 and 1N HCl solution and separate layers. Backextract from aqueous layer with 20% i-PrOH/CHCl3 and dry combined... Reactants: C(#N)C1=CC(=C(C=C1)C=1C=NN(C1O)C1=NC=C(C(=O)O)C=C1)C (6-(4-(4-cyano-2-methylphenyl)-5-hydroxy-1H-pyrazol-1-yl)nicotinic acid), Cl.Cl.CN1C2(CC2)CNCC1 (4-methyl-4,7-diazaspiro[2.5]octane dihydrochloride). Product: OC1=C(C=NN1C1=NC=C(C=C1)C(=O)N1CCN(C2(CC2)C1)C)C1=C(C=C(C#N)C=C1)C (4-(5-hydroxy-1-(5-(4-methyl-4,7-diazaspiro[2.5]octane-7-carbonyl)pyridin-2-yl)-1H-pyrazol-4-yl)-3-methylbenzonitrile). RXN SMILES: [C:1]([C:3]1[CH:8]=[CH:7][C:6]([C:9]2[CH:10]=[N:11][N:12]([C:15]3[CH:23]=[CH:22][C:18]([C:19]([OH:21])=O)=[CH:17][N:16]=3)[C:13]=2[OH:14])=[C:5]([CH3:24])[CH:4]=1)#[N:2].Cl.Cl.[CH3:27][N:28]1[CH2:35][CH2:34][NH:33][CH2:32][C:29]21[CH2:31][CH2:30]2>>[OH:14][C:13]1[N:12]([C:15]2[CH:23]=[CH:22][C:18]([C:19]([N:33]3[CH2:32][C:29]4([CH2:31][CH2:30]4)[N:28]([CH3:27])[CH2:35][CH2:34]3)=[O:21])=[CH:17][N:16]=2)[N:11]=[CH:10][C:9]=1[C:6]1[CH:7]=[CH:8][C:3]([C:1]#[N:2])=[CH:4][C:5]=1[CH3:24] |f:1.2.3|. Procedure: The title compound was prepared in a manner similar to Example 112 using 6-(4-(4-cyano-2-methylphenyl)-5-hydroxy-1H-pyrazol-1-yl)nicotinic acid and 4-methyl-4,7-diazaspiro[2.5]octane dihydrochloride. 1H NMR (400 MHz, DMSO-d6) δ ppm 0.32 (br. s., 1H) 0.50-0.78 (m, 3H) 2.39 (s, 3H) 2.42 (s, 3H) 2.86 (br. s., 2H) 3.31 (br. s., 1H) 3.41-3.62 (m, 2H) 3.73 (br. s., 1H) 7.63-7.68 (m, 1H) 7.72 (s, 1H) 7.77 (d, J=7.83 Hz, 1H) 8.04 (br. s., 1H) 8.14 (s, 1H) 8.38 (d, J=8.08 Hz, 1H) 8.50 (br. s., 1H) 12.85 ...